describe an organic reaction: reactants, conditions, products, and yield From a dataset of the Open Reaction Database (ORD), a public repository of structured organic reaction records. Starting materials: O=C1N([C@H](CC1)\C=C\C(CCCCC)=O)CCSCCCC(=O)OC (methyl 4-[(2-{(5R)-2-oxo-5-[(1E)-3-oxooct-1-enyl]pyrrolidin-1-yl}ethyl)thio]-butanoate), B1(N2CCC[C@@H]2C(O1)(C3=CC=CC=C3)C4=CC=CC=C4)C ((R)-2-methyl-CBS-oxazaborolidine), Cl (hydrochloric acid). Solvent: C1(=CC=CC=C1)C (toluene), CO (methanol). Run at temperature -30 celsius, time 7 hour. Yields the product COC(CCCSCCN1[C@H](CCC1=O)\C=C\[C@H](CCCCC)O)=O (4-[(2-{(2R)-2-[(1E,3S)-3-hydroxyoct-1-enyl]-5-oxopyrrolidin-1-yl}ethyl)thio]butanoic acid methyl ester). Yield: 29.6%. As a reaction SMILES: [O:1]=[C:2]1[CH2:6][CH2:5][C@H:4](/[CH:7]=[CH:8]/[C:9](=[O:15])[CH2:10][CH2:11][CH2:12][CH2:13][CH3:14])[N:3]1[CH2:16][CH2:17][S:18][CH2:19][CH2:20][CH2:21][C:22]([O:24][CH3:25])=[O:23].B1(C)OC(C2C=CC=CC=2)(C2C=CC=CC=2)[C@@H]2N1CCC2.Cl>C1(C)C=CC=CC=1.CO>[CH3:25][O:24][C:22](=[O:23])[CH2:21][CH2:20][CH2:19][S:18][CH2:17][CH2:16][N:3]1[C:2](=[O:1])[CH2:6][CH2:5][C@@H:4]1/[CH:7]=[CH:8]/[C@@H:9]([OH:15])[CH2:10][CH2:11][CH2:12][CH2:13][CH3:14]. Procedure details: A solution of methyl 4-[(2-{(5R)-2-oxo-5-[(1E)-3-oxooct-1-enyl]pyrrolidin-1-yl}ethyl)thio]-butanoate (0.039 g, 0.1 mmol) in 2 mL of anhydrous toluene was added dropwise to a −30° C. solution of (R)-2-methyl-CBS-oxazaborolidine (1 M in toluene, 0.05 mL, 0.05 mmol) and borane-methyl sulfide complex (10 M, 0.01 mL, 0.1 mmol). The reaction was stirred for 7 hours at −30° C. and then a solution of hydrochloric acid in methanol (2 M, 1-2 mL) was added. The solution was warmed to room temperature and t... Starting materials: OC1=NC(=CC2=CC(=CC=C12)OC)C=1N=C(SC1)NC(C)C (1-hydroxy-3-(2-isopropylaminothiazol-4-yl)-6-methoxyisoquinoline), ClC=1N=C(C2=CC=C(C=C2C1)OC)OC1CN2C(N(CCCCC=CC3CC3(NC(C2C1)=O)C(=O)O)C)=O (17-(3-chloro-6-methoxyisoquinolin-1-yloxy)-13-methyl-2,14-dioxo-3,13,15-triaza-tricyclo[13.3.0.04,6]octadec-7-ene-4-carboxylic acid). Yields the product C(C)(C)NC=1SC=C(N1)C=1N=C(C2=CC=C(C=C2C1)OC)OC1CN2C(N(CCCCC=CC3CC3(NC(C2C1)=O)C(=O)O)C)=O (17-[3-(2-isopropylaminothiazol-4-yl)-6-methoxyisoquinolin-1-yloxy]-13-methyl-2,14-dioxo-3,13,15-triaza-tricyclo[13.3.0.04,6]octadec-7-ene-4-carboxylic acid). Reaction SMILES: [OH:1][C:2]1[C:11]2[C:6](=[CH:7][C:8]([O:12][CH3:13])=[CH:9][CH:10]=2)[CH:5]=[C:4]([C:14]2[N:15]=[C:16]([NH:19][CH:20]([CH3:22])[CH3:21])[S:17][CH:18]=2)[N:3]=1.ClC1N=C(O[CH:37]2[CH2:54][CH:53]3[N:39]([C:40](=[O:60])[N:41]([CH3:59])[CH2:42][CH2:43][CH2:44][CH2:45][CH:46]=[CH:47][CH:48]4[C:50]([C:56]([OH:58])=[O:57])([NH:51][C:52]3=[O:55])[CH2:49]4)[CH2:38]2)C2C(C=1)=CC(OC)=CC=2>>[CH:20]([NH:19][C:16]1[S:17][CH:18]=[C:14]([C:4]2[N:3]=[C:2]([O:1][CH:37]3[CH2:54][CH:53]4[N:39]([C:40](=[O:60])[N:41]([CH3:59])[CH2:42][CH2:43][CH2:44][CH2:45][CH:46]=[CH:47][CH:48]5[C:50]([C:56]([OH:58])=[O:57])([NH:51][C:52]4=[O:55])[CH2:49]5)[CH2:38]3)[C:11]3[C:6]([CH:5]=2)=[CH:7][C:8]([O:12][CH3:13])=[CH:9][CH:10]=3)[N:15]=1)([CH3:22])[CH3:21]. Procedure details: The title product 71 was prepared from 1-hydroxy-3-(2-isopropylaminothiazol-4-yl)-6-methoxyisoquinoline following the same procedures described for the preparation of 17-(3-chloro-6-methoxyisoquinolin-1-yloxy)-13-methyl-2,14-dioxo-3,13,15-triazatricyclo[13.3.0.04,6]octadec-7-ene-4-carboxylic acid (42, Example 10): m/z=649 (M+H)+.